Dataset: the Open Reaction Database (ORD), a public repository of structured organic reaction records. Task: describe an organic reaction: reactants, conditions, products, and yield Reactants: C(CCCC)OC(COC1=CC=C(C=C1)C(CCCC1=CC=CC=C1)SCCC(=O)O)COC1=CC=C(C=C1)C(C(F)(F)F)=O (3-(1-{4-[2-Pentyloxy-3-(4-trifluoroacetylphenoxy)propoxy]phenyl}-4-phenylbutylthio)propionic acid), O1CCCC=C1 (dihydropyran), CC1=CC=C(C=C1)S(=O)(=O)[O-].C1=CC=[NH+]C=C1 (PPTS). Solvent: C(Cl)Cl (CH2Cl2). Conditions: time 4 hour. Product: O1C(C1)COC1=CC=C(C=C1)C(CCCC1=CC=CC=C1)OC1OCCCC1 (2-{1-[4-(Oxiran-2-ylmethoxy)phenyl]-4-phenylbutoxy}tetrahydropyran). As a reaction SMILES: C(O[CH:7]([CH2:32][O:33]C1C=CC(C(=O)C(F)(F)F)=CC=1)[CH2:8][O:9][C:10]1[CH:15]=[CH:14][C:13]([CH:16](SCCC(O)=O)[CH2:17][CH2:18][CH2:19][C:20]2[CH:25]=[CH:24][CH:23]=[CH:22][CH:21]=2)=[CH:12][CH:11]=1)CCCC.[O:46]1[CH:51]=[CH:50][CH2:49][CH2:48][CH2:47]1.CC1C=CC(S([O-])(=O)=[O:60])=CC=1.C1C=C[NH+]=CC=1>C(Cl)Cl>[O:33]1[CH2:32][CH:7]1[CH2:8][O:9][C:10]1[CH:11]=[CH:12][C:13]([CH:16]([O:60][CH:51]2[CH2:50][CH2:49][CH2:48][CH2:47][O:46]2)[CH2:17][CH2:18][CH2:19][C:20]2[CH:21]=[CH:22][CH:23]=[CH:24][CH:25]=2)=[CH:14][CH:15]=1 |f:2.3|. Procedure details: A solution of the product (5 g) of Step 1 in 150 mL of CH2Cl2 was treated with 10 mL of dihydropyran and 20 mg of PPTS. The mixture was stirred for 4 hrs. at r.t. and then quenched with 0.2 mL of Et3N. Evaporation of solvent gave 5.5 g of the crude title compound.